Dataset: the Open Reaction Database (ORD), a public repository of structured organic reaction records. Task: describe an organic reaction: reactants, conditions, products, and yield Starting materials: BrC1CCCC1, CC(=O)NC(C)c1cc2ccc(CCc3ccc(O)cc3)cc2o1. The product is CC(=O)NC(C)c1cc2ccc(CCc3ccc(OC4CCCC4)cc3)cc2o1. As a reaction SMILES: [Br:25][CH:26]1[CH2:27][CH2:28][CH2:29][CH2:30]1.[OH:1][c:2]1[cH:3][cH:4][c:5]([CH2:8][CH2:9][c:10]2[cH:11][c:12]3[c:13]([cH:14][c:15]([CH:17]([CH3:18])[NH:19][C:20]([CH3:21])=[O:22])[o:16]3)[cH:23][cH:24]2)[cH:6][cH:7]1>>[O:1]([c:2]1[cH:3][cH:4][c:5]([CH2:8][CH2:9][c:10]2[cH:11][c:12]3[c:13]([cH:14][c:15]([CH:17]([CH3:18])[NH:19][C:20]([CH3:21])=[O:22])[o:16]3)[cH:23][cH:24]2)[cH:6][cH:7]1)[CH:26]1[CH2:27][CH2:28][CH2:29][CH2:30]1. The reactants are CC=CCN(C(=S)NC(=O)OCC)c1cccc(C(F)(F)F)c1, C[O-], CO, [Na+]. The product is CC=CCN(C(N)=S)c1cccc(C(F)(F)F)c1. Reaction SMILES: [CH2:1]([CH:2]=[CH:3][CH3:4])[N:5]([C:6](=[S:7])[NH:8][C:9]([O:10][CH2:11][CH3:12])=[O:13])[c:14]1[cH:15][c:16]([C:20]([F:21])([F:22])[F:23])[cH:17][cH:18][cH:19]1.[CH3:24][O-:25].[CH3:27][OH:28].[Na+:26]>>[CH2:1]([CH:2]=[CH:3][CH3:4])[N:5]([C:6](=[S:7])[NH2:8])[c:14]1[cH:15][c:16]([C:20]([F:21])([F:22])[F:23])[cH:17][cH:18][cH:19]1. Reactants: BrCC=1C(=CC=CC1)CBr (α,α'-dibromo-o-xylene), Cl (HCl), NC1CN(CCC1C1=NOC2=C1C=CC(=C2)F)CC(C)O (3-amino-2-hydroxypropyl-4-(6-fluoro-1,2-benzisoxazol3-yl)piperidine), C(=O)([O-])[O-].[K+].[K+] (K2CO3), C(C)#N (acetonitrile). Run in C(C)O (ethanol), C(C)O (ethanol). The product is Cl.Cl.FC1=CC2=C(C(=NO2)C2CCN(CC2)C(C(C)O)C2NCC3=CC=CC=C23)C=C1 (3-[4-(6-Fluoro-1,2-benzisoxazol-3-yl)-1-piperidinyl-2-hydroxy-1-propyl]-2,3-dihydro-1H-isoindole dihydrochloride). Reaction SMILES: N[CH:2]1[CH:7]([C:8]2[C:12]3[CH:13]=[CH:14][C:15]([F:17])=[CH:16][C:11]=3[O:10][N:9]=2)[CH2:6][CH2:5][N:4]([CH2:18][CH:19]([OH:21])[CH3:20])[CH2:3]1.C([O-])([O-])=O.[K+].[K+].Br[CH2:29][C:30]1[C:31]([CH2:36]Br)=[CH:32][CH:33]=[CH:34][CH:35]=1.[ClH:38].C(#[N:41])C>C(O)C>[ClH:38].[ClH:38].[F:17][C:15]1[CH:14]=[CH:13][C:12]2[C:8]([CH:7]3[CH2:6][CH2:5][N:4]([CH:18]([CH:36]4[C:31]5[C:30](=[CH:35][CH:34]=[CH:33][CH:32]=5)[CH2:29][NH:41]4)[CH:19]([OH:21])[CH3:20])[CH2:3][CH2:2]3)=[N:9][O:10][C:11]=2[CH:16]=1 |f:1.2.3,8.9.10|. Reported procedure: To a stirred mixture of 1-(3-amino-2-hydroxypropyl-4-(6-fluoro-1,2-benzisoxazol3-yl)piperidine (2.24 g, 7.6 mmol), K2CO3 (1.61 g, 11.7 mmol) in acetonitrile (100 ml) was added α,α'-dibromo-o-xylene (1.54 g, 6.1 mmol). The mixture was heated at reflux for 4 hours then cooled. The insolubles were filtered. The dark red solution was concentrated down. The residue was purified by flash chromatography over s silica gel column (SiO2, 30 g; eluted with 1% CH3OH in dichloromethane). The product so obtai... The reactants are NC=1C=CC(=C(C1)CN(C(=O)C(C1=CC(=C(C=C1)[C@H](CO)C)C)NC=1C=C2C=CN=C(C2=CC1F)N(C(OC(C)(C)C)=O)C(=O)OC(C)(C)C)C)S(=O)(=O)C1CC1 (tert-Butyl N-(6-{[({[5-amino-2-(cyclopropanesulfonyl)phenyl]methyl}(methyl)carbamoyl)({4-[(2R)-1-hydroxypropan-2-yl]-3-methylphenyl})methyl]amino}-7-fluoroisoquinolin-1-yl)-N-[(tert-butoxy)carbonyl]carbamate), C(=O)(Cl)Cl (phosgene), TEA. The solvent is C(C)#N (acetonitrile), ClCCl (dichloromethane), ClCCl (dichloromethane). Conditions: temperature 0 celsius, time 40 minute. The product is C(C)(C)(C)OC(=O)N(C(OC(C)(C)C)=O)C1=NC=CC2=CC(=C(C=C12)F)N[C@@H]1C2=CC(=C([C@H](COC(NC=3C=CC(=C(CN(C1=O)C)C3)S(=O)(=O)C3CC3)=O)C)C=C2)C (tert-Butyl N-[(tert-butoxy)carbonyl]-N-(6-{[(2R,15R)-7-(cyclopropanesulfonyl)-4,15,17-trimethyl-3,12-dioxo-13-oxa-4,11-diazatricyclo[14.2.2.16,10]henicosa-1(18),6,8,10(21),16,19-hexaen-2-yl]amino}-7-fluoroisoquinolin-1-yl)carbamate). Isolated yield 36.4%. Reaction SMILES: [NH2:1][C:2]1[CH:3]=[CH:4][C:5]([S:52]([CH:55]2[CH2:57][CH2:56]2)(=[O:54])=[O:53])=[C:6]([CH2:8][N:9]([CH3:51])[C:10]([CH:12]([NH:24][C:25]2[CH:26]=[C:27]3[C:32](=[CH:33][C:34]=2[F:35])[C:31]([N:36]([C:44]([O:46][C:47]([CH3:50])([CH3:49])[CH3:48])=[O:45])[C:37](=[O:43])[O:38][C:39]([CH3:42])([CH3:41])[CH3:40])=[N:30][CH:29]=[CH:28]3)[C:13]2[CH:18]=[CH:17][C:16]([C@@H:19]([CH3:22])[CH2:20][OH:21])=[C:15]([CH3:23])[CH:14]=2)=[O:11])[CH:7]=1.[C:58](Cl)(Cl)=[O:59]>C(#N)C.ClCCl>[C:39]([O:38][C:37]([N:36]([C:31]1[C:32]2[C:27](=[CH:26][C:25]([NH:24][C@H:12]3[C:10](=[O:11])[N:9]([CH3:51])[CH2:8][C:6]4[CH:7]=[C:2]([CH:3]=[CH:4][C:5]=4[S:52]([CH:55]4[CH2:56][CH2:57]4)(=[O:54])=[O:53])[NH:1][C:58](=[O:59])[O:21][CH2:20][C@H:19]([CH3:22])[C:16]4[CH:17]=[CH:18][C:13]3=[CH:14][C:15]=4[CH3:23])=[C:34]([F:35])[CH:33]=2)[CH:28]=[CH:29][N:30]=1)[C:44](=[O:45])[O:46][C:47]([CH3:48])([CH3:49])[CH3:50])=[O:43])([CH3:41])([CH3:40])[CH3:42]. Procedure details: To a solution of 26A (80 mg, 0.099 mmol) in acetonitrile (6 mL) and dichloromethane (3 mL) at 0° C., was added phosgene solution (20% in toluene, 0.063 mL, 0.119 mmol) dropwise. The mixture was stirred at 0° C. for 40 min, then at rt for 30 min. Extra phosgene was removed by bubbling Ar though the reaction mixture (30 min). The mixture was added dropwise via syringe pump into a solution of TEA (0.111 mL, 0.794 mmol) in dichloromethane (40 ml) at rt over 3.0 h. The solution was stirred at rt over... Reactants: [H-].[Al+3].[Li+].[H-].[H-].[H-] (lithium aluminum hydride), O1CCCC1 (tetrahydrofuran), CC1C2CC(C(/C=C/C=C(/CC3=CC(=C(C(=C3)OC)Cl)N(C(=O)CC(C4(C1O4)C)O)C)\C)OC)(NC(=O)O2)O (maytansinol). The reagents and catalysts are [Cl-].[Cl-].[Cl-].[Ti+3] (titanium trichloride). The solvent is O (water). Reaction conditions: time 15 minute. Product: CC1/C=C(/C(CC(=O)N(C2=C(C(=CC(=C2)C/C(=C/C=C/C(C3(CC1OC(=O)N3)O)OC)/C)OC)Cl)C)O)\C (4,5-deoxymaytansinol). Isolated yield 45.3%. Reaction SMILES: O1CCCC1.[H-].[Al+3].[Li+].[H-].[H-].[H-].[CH3:12][CH:13]1[CH:38]2O[C:37]2([CH3:40])[CH:36]([OH:41])[CH2:35][C:33](=[O:34])[N:32]([CH3:42])[C:25]2=[C:26]([Cl:31])[C:27]([O:29][CH3:30])=[CH:28][C:23](=[CH:24]2)[CH2:22][C:21]([CH3:43])=[CH:20][CH:19]=[CH:18][CH:17]([O:44][CH3:45])[C:16]2([OH:50])[NH:46][C:47]([O:49][CH:14]1[CH2:15]2)=[O:48]>[Cl-].[Cl-].[Cl-].[Ti+3].O>[CH3:12][CH:13]1[CH:14]2[O:49][C:47]([NH:46][C:16]([OH:50])([CH2:15]2)[CH:17]([O:44][CH3:45])[CH:18]=[CH:19][CH:20]=[C:21]([CH3:43])[CH2:22][C:23]2=[CH:24][C:25](=[C:26]([Cl:31])[C:27]([O:29][CH3:30])=[CH:28]2)[N:32]([CH3:42])[C:33](=[O:34])[CH2:35][CH:36]([OH:41])[C:37]([CH3:40])=[CH:38]1)=[O:48] |f:1.2.3.4.5.6,8.9.10.11|. Reported procedure: To 6 ml of dried tetrahydrofuran (THF) is added 321 mg of anhydrous titanium trichloride, and the mixture is stirred at room temperature in dry nitrogen atmosphere for 15 minutes while adding thereto portionwise 20 mg of lithium aluminum hydride (LAH). Thereafter, 50 mg of maytansinol is added, and the mixture is stirred at room temperature for about 30 minutes. Then, 15 ml of water is added, and the reaction mixture is extracted with chloroform, and the organic layer is washed with water and dr... Starting materials: COc1ccc(CSc2cc(Nc3nc(CCc4ccccc4)cs3)ncc2Br)cc1, COc1ccccc1, O=C(O)C(F)(F)F, [Na+], O=C([O-])O. The product is Sc1cc(Nc2nc(CCc3ccccc3)cs2)ncc1Br. As a reaction SMILES: [CH3:1][O:2][c:3]1[cH:4][cH:5][c:6]([CH2:7][S:8][c:9]2[cH:10][c:11]([NH:16][c:17]3[s:18][cH:19][c:20]([CH2:22][CH2:23][c:24]4[cH:25][cH:26][cH:27][cH:28][cH:29]4)[n:21]3)[n:12][cH:13][c:14]2[Br:15])[cH:30][cH:31]1.[CH3:32][O:33][c:34]1[cH:35][cH:36][cH:37][cH:38][cH:39]1.[F:45][C:46]([F:47])([F:48])[C:49]([OH:50])=[O:51].[Na+:44].[O-:40][C:41]([OH:42])=[O:43]>>[SH:8][c:9]1[cH:10][c:11]([NH:16][c:17]2[s:18][cH:19][c:20]([CH2:22][CH2:23][c:24]3[cH:25][cH:26][cH:27][cH:28][cH:29]3)[n:21]2)[n:12][cH:13][c:14]1[Br:15]. The reactants are C(CCC)C1=CC(=C(C=C1)NC(C(C)C)=O)C (N-(4-butyl-2-methylphenyl)-2-methylpropanamide), B (borane). The solvent is O1CCCC1 (tetrahydrofuran), C1CCOC1 (THF), O1CCCC1 (tetrahydrofuran). Reaction conditions: temperature 60 celsius, time 15 minute. The product is C(CCC)C1=CC=C(NCC(C)C)C=C1 (4-butyl-N-(2-methylpropyl)aniline). Isolated yield 78.6%. RXN SMILES: [CH2:1]([C:5]1[CH:10]=[CH:9][C:8]([NH:11][C:12](=O)[CH:13]([CH3:15])[CH3:14])=[C:7](C)[CH:6]=1)[CH2:2][CH2:3][CH3:4].B>O1CCCC1>[CH2:1]([C:5]1[CH:6]=[CH:7][C:8]([NH:11][CH2:12][CH:13]([CH3:14])[CH3:15])=[CH:9][CH:10]=1)[CH2:2][CH2:3][CH3:4]. Procedure: Isobutyric anhydride (2.034 mL, 12.25 mmol) was added dropwise to a stirred solution of 4-butyl-2-methylaniline (2 g, 12.25 mmol) and triethylamine (3.41 mL, 24.50 mmol) in dichloromethane (DCM) (20 mL) under nitrogen. The solution was stirred for 20 hours and then treated with 2M HCl (75 mL) and stirred for 5 minutes. The reaction mixture was extracted with DCM and the combined organic layers were dried over magnesium sulfate. The magnesium sulfate was filtered and the DCM phase concentrated in...